Dataset: the Open Reaction Database (ORD), a public repository of structured organic reaction records. Task: describe an organic reaction: reactants, conditions, products, and yield Starting materials: C(C=C)OC1CC(NC(C1)(C)C)(C)C (4-allyloxy-2,2,6,6-tetramethylpiperidine), C(C=C)Br (allyl bromide). The solvent is CCOCC (Ether). Reaction conditions: temperature 90 celsius. Yields the product Br.C(C=C)OC1CC(NC(C1)(C)C)(C)C (4-allyloxy-2,2,6,6-tetramethylpiperidine hydrobromide). RXN SMILES: [CH2:1]([O:4][CH:5]1[CH2:10][C:9]([CH3:12])([CH3:11])[NH:8][C:7]([CH3:14])([CH3:13])[CH2:6]1)[CH:2]=[CH2:3].C([Br:18])C=C>CCOCC>[BrH:18].[CH2:1]([O:4][CH:5]1[CH2:6][C:7]([CH3:14])([CH3:13])[NH:8][C:9]([CH3:12])([CH3:11])[CH2:10]1)[CH:2]=[CH2:3] |f:3.4|. Reported procedure: A mixture of 9.87 parts of 4-allyloxy-2,2,6,6-tetramethylpiperidine and 3.03 parts of allyl bromide was heated at 90° C. for 96 hours. Ether was added to the cooled reaction mixture and the 4-allyloxy-2,2,6,6-tetramethylpiperidine hydrobromide formed during the reaction was filtered off. The ether solvent was removed by distillation under reduced pressure and the residue purified by chromatography to give 4-allyloxy-1-allyl-2,2,6,6-tetramethylpiperidine.